Dataset: the Open Reaction Database (ORD), a public repository of structured organic reaction records. Task: describe an organic reaction: reactants, conditions, products, and yield The reactants are C[O-], CO, ClC(Cl)Cl, COC(=O)c1cc2nc(Cl)c(Cl)nc2cc1C, [Na+], O. Yields the product COC(=O)c1cc2nc(Cl)c(OC)nc2cc1C. RXN SMILES: [CH3:18][O-:19].[CH3:26][OH:27].[CH:21]([Cl:22])([Cl:23])[Cl:24].[Cl:1][c:2]1[n:3][c:4]2[cH:5][c:6]([CH3:17])[c:7]([C:13](=[O:14])[O:15][CH3:16])[cH:8][c:9]2[n:10][c:11]1[Cl:12].[Na+:20].[OH2:25]>>[c:2]1([O:19][CH3:18])[n:3][c:4]2[cH:5][c:6]([CH3:17])[c:7]([C:13](=[O:14])[O:15][CH3:16])[cH:8][c:9]2[n:10][c:11]1[Cl:12]. The reactants are [Br-].CC1(CCSC2=C1C=CC(=C2)C(C)[P+](C2=CC=CC=C2)(C2=CC=CC=C2)C2=CC=CC=C2)C ([1-(3,4-dihydro-4,4-dimethyl-2H-1-benzothiopyran-7-yl)ethyl]triphenylphosphonium bromide), C(C1=CC=CC=C1)=O (benzaldehyde). Solvent: C1CCCO1 (butylene oxide). Yields the product CC1(CCSC2=C1C=CC(=C2)C(=CC2=CC=CC=C2)C)C (3,4-dihydro-4,4-dimethyl-7-(α-methylstyryl)-2H-1-benzothiopyran). The yield is 44.5%. Reaction SMILES: [Br-].[CH3:2][C:3]1([CH3:34])[C:8]2[CH:9]=[CH:10][C:11]([CH:13]([P+](C3C=CC=CC=3)(C3C=CC=CC=3)C3C=CC=CC=3)[CH3:14])=[CH:12][C:7]=2[S:6][CH2:5][CH2:4]1.[CH:35](=O)[C:36]1[CH:41]=[CH:40][CH:39]=[CH:38][CH:37]=1>C1OCCC1>[CH3:34][C:3]1([CH3:2])[C:8]2[CH:9]=[CH:10][C:11]([C:13]([CH3:14])=[CH:35][C:36]3[CH:41]=[CH:40][CH:39]=[CH:38][CH:37]=3)=[CH:12][C:7]=2[S:6][CH2:5][CH2:4]1 |f:0.1|. Procedure details: 33 g of [1-(3,4-dihydro-4,4-dimethyl-2H-1-benzothiopyran-7-yl)ethyl]triphenylphosphonium bromide and 6.5 g of benzaldehyde were heated under reflux in 300 ml of butylene oxide for 16 hours. After working-up in analogy to Example 49 and recrystallization from hexane, there were obtained 7.9 g of 3,4-dihydro-4,4-dimethyl-7-(α-methylstyryl)-2H-1-benzothiopyran, melting point 67°-69° C. Starting materials: ClC1=NC=2N(C3=C1C(=NC1=C3C=NN1CC)C)N=C(C2)C (5-chloro-2,6-dimethyl-8-ethyl-8H pyrazolo[1,5-a]pyrazolo[4',3':5,6]pyrido[3,4-e]pyrimidine), C(O)CN (ethanolamine), CN(CCCO)C (3-(dimethylamino)propanol). The product is NCCOC1=NC=2N(C3=C1C(=NC1=C3C=NN1CC)C)N=C(C2)C (5-(2-aminoethoxy)-2,6-dimethyl-8-ethyl-8H-pyrazolo[1,5-a]-pyrazolo[4',3':5,6]pyrido[3,4-e]pyrimidine). Reaction SMILES: Cl[C:2]1[C:7]2[C:8]([CH3:17])=[N:9][C:10]3[N:14]([CH2:15][CH3:16])[N:13]=[CH:12][C:11]=3[C:6]=2[N:5]2[N:18]=[C:19]([CH3:21])[CH:20]=[C:4]2[N:3]=1.[CH2:22]([CH2:24][NH2:25])[OH:23].CN(C)CCCO>>[NH2:25][CH2:24][CH2:22][O:23][C:2]1[C:7]2[C:8]([CH3:17])=[N:9][C:10]3[N:14]([CH2:15][CH3:16])[N:13]=[CH:12][C:11]=3[C:6]=2[N:5]2[N:18]=[C:19]([CH3:21])[CH:20]=[C:4]2[N:3]=1. Procedure details: By substituting the 5-chloro-2,6-dimethyl-8-ethyl-8H pyrazolo[1,5-a]pyrazolo[4',3':5,6]pyrido[3,4-e]pyrimidine obtained in Example 37 in the procedure of Example 21 and substituting ethanolamine for the 3-(dimethylamino)propanol, 5-(2-aminoethoxy)-2,6-dimethyl-8-ethyl-8H-pyrazolo[1,5-a]-pyrazolo[4',3':5,6]pyrido[3,4-e]pyrimidine is obtained. Starting materials: C1(CC1)C=O (cyclopropanecarbaldehyde), C1=CC=CC=C1 (benzene), COC(=O)C=P(C1=CC=CC=C1)(C1=CC=CC=C1)C1=CC=CC=C1 (methoxycarbonylmethylenetriphenylphosphorane), C1=CC=CC=C1 (benzene), ice water. Reaction conditions: temperature 55 celsius, time 8 hour. Yields the product C1(CC1)/C=C/C(=O)OC (methyl trans-3-cyclopropylacrylate). Isolated yield 65.0%. As a reaction SMILES: [CH3:1][O:2][C:3]([CH:5]=P(C1C=CC=CC=1)(C1C=CC=CC=1)C1C=CC=CC=1)=[O:4].[CH:25]1([CH:28]=O)C[CH2:26]1.[CH:30]1C=CC=CC=1>>[CH:25]1(/[CH:30]=[CH:5]/[C:3]([O:2][CH3:1])=[O:4])[CH2:28][CH2:26]1. Procedure: To a suspension of 85.8 g of methoxycarbonylmethylenetriphenylphosphorane in 550 ml of benzene is added dropwise a solution of 15.0 g of cyclopropanecarbaldehyde in 50 ml of benzene at room temperature under argon atmosphere. The mixture is stirred at 55° C. overnight. After the reaction mixture is cooled to room temperature, the reaction mixture is poured into 800ml of ice water. The aqueous mixture is extracted with 600 ml of chloroform twice. The chloroform layer is washed with brine. The org... The reactants are [BH4-], CO, [Na+], O=Cc1ccc2c(c1)CCO2, O. The product is OCc1ccc2c(c1)CCO2. As a reaction SMILES: [BH4-:12].[CH3:14][OH:15].[Na+:13].[O:1]1[CH2:2][CH2:3][c:4]2[c:5]1[cH:6][cH:7][c:8]([CH:10]=[O:11])[cH:9]2.[OH2:16]>>[O:1]1[CH2:2][CH2:3][c:4]2[c:5]1[cH:6][cH:7][c:8]([CH2:10][OH:11])[cH:9]2. The reactants are C1(CCCC1)[C@@H]1NC(O[C@H]2[C@H](CC/C=C/CC=3C(=NC=4C=CC=CC4C3O)O[C@@H]3C[C@H](N(C1=O)C3)C(=O)N[C@]3([C@@H](C3)C=C)C(NS(=O)(=O)C3CC3)=O)CCC2)=O ((3aR,7S,10S,12R,21E,24aS)-7-cyclopentyl-N-{(1R,2S)-1-[(cyclopropylsulfonyl)carbamoyl]-2-ethenylcyclopropyl}-19-hydroxy-5,8-dioxo-1,2,3,3a,5,6,7,8,11,12,20,23,24,24a-tetradecahydro-10H-9,12-methanocyclopenta[18,19][1,10,3,6]dioxadiazacyclononadecino[11,12-b]quinoline-10-carboxamide), C(C)(C)N=C=O (isopropylisocyanate). Reagents/catalysts: CN(C)C=1C=CN=CC1 (DMAP). The solvent is C(C)(=O)OCC (ethyl acetate), O (water), ClC(C)Cl (dichloroethane). Run at temperature 50 celsius. Yields the product CC(C)NC(OC1=C2C(=NC=3C=CC=CC13)O[C@@H]1C[C@H](N(C([C@@H](NC(O[C@H]3[C@H](CC/C=C/C2)CCC3)=O)C3CCCC3)=O)C1)C(N[C@]1([C@@H](C1)C=C)C(NS(=O)(=O)C1CC1)=O)=O)=O ((3aR,7S,10S,12R,21E,24aS)-7-cyclopentyl-10-({(1R,2S)-1-[(cyclopropylsulfonyl)carbamoyl]-2-ethenylcyclopropyl}carbamoyl)-5,8-dioxo-1,2,3,3a,5,6,7,8,11,12,20,23,24,24a-tetradecahydro-10H-9,12-methanocyclopenta[18,19][1,10,3,6]dioxadiazacyclononadecino[11,12-b]quinolin-19-yl propan-2-ylcarbamate). Reaction SMILES: [CH:1]1([C@H:6]2[C:33](=[O:34])[N:32]3[CH2:35][C@@H:29]([CH2:30][C@H:31]3[C:36]([NH:38][C@:39]3([C:44](=[O:52])[NH:45][S:46]([CH:49]4[CH2:51][CH2:50]4)(=[O:48])=[O:47])[CH2:41][C@H:40]3[CH:42]=[CH2:43])=[O:37])[O:28][C:18]3=[N:19][C:20]4[CH:21]=[CH:22][CH:23]=[CH:24][C:25]=4[C:26]([OH:27])=[C:17]3[CH2:16][CH:15]=[CH:14][CH2:13][CH2:12][C@@H:11]3[CH2:53][CH2:54][CH2:55][C@H:10]3[O:9][C:8](=[O:56])[NH:7]2)[CH2:5][CH2:4][CH2:3][CH2:2]1.[CH:57]([N:60]=[C:61]=[O:62])([CH3:59])[CH3:58]>ClC(Cl)C.CN(C1C=CN=CC=1)C.C(OCC)(=O)C.O>[CH3:58][CH:57]([NH:60][C:61](=[O:62])[O:27][C:26]1[C:25]2[CH:24]=[CH:23][CH:22]=[CH:21][C:20]=2[N:19]=[C:18]2[O:28][C@H:29]3[CH2:35][N:32]([C:33](=[O:34])[C@H:6]([CH:1]4[CH2:5][CH2:4][CH2:3][CH2:2]4)[NH:7][C:8](=[O:56])[O:9][C@@H:10]4[CH2:55][CH2:54][CH2:53][C@H:11]4[CH2:12][CH2:13][CH:14]=[CH:15][CH2:16][C:17]=12)[C@H:31]([C:36](=[O:37])[NH:38][C@:39]1([C:44](=[O:52])[NH:45][S:46]([CH:49]2[CH2:50][CH2:51]2)(=[O:47])=[O:48])[CH2:41][C@H:40]1[CH:42]=[CH2:43])[CH2:30]3)[CH3:59]. Procedure details: To a solution of (3aR,7S,10S,12R,21E,24aS)-7-cyclopentyl-N-{(1R,2S)-1-[(cyclopropylsulfonyl)carbamoyl]-2-ethenylcyclopropyl}-19-hydroxy-5,8-dioxo-1,2,3,3a,5,6,7,8,11,12,20,23,24,24a-tetradecahydro-10H-9,12-methanocyclopenta[18,19][1,10,3,6]dioxadiazacyclononadecino[11,12-b]quinoline-10-carboxamide (Example 17) (30 mg) in dichloroethane (0.6 mL) was added isopropylisocyanate (0.037 mL) then DMAP (4.6 mg). The reaction mixture was heated to 50° C. for 1 hour. After cooling back to room temperature... Starting materials: ClC1=C(C=NN(C1=O)C(C(=O)O)CC1CCCCC1)OC1=CC=CC=C1 (2-(5-chloro-6-oxo-4-phenoxy-6H-pyridazin-1-yl)-3-cyclohexyl-propionic acid), NC1=NN(C=C1)CC(C)(O)C (1-(3-amino-pyrazol-1-yl)-2-methyl-propan-2-ol), ClC1=C(C=NN(C1=O)C(C(=O)O)CC1CCCCC1)OC1=CC=CC=C1 (2-(5-chloro-6-oxo-4-phenoxy-6H-pyridazin-1-yl)-3-cyclohexyl-propionic acid), NC1=NN(C=C1)CC(C)(O)C (1-(3-amino-pyrazol-1-yl)-2-methyl-propan-2-ol). Yields the product ClC1=C(C=NN(C1=O)C(C(=O)NC1=NN(C=C1)CC(C)(C)O)CC1CCCCC1)OC1=CC=CC=C1 (2-(5-chloro-6-oxo-4-phenoxy-6H-pyridazin-1-yl)-3-cyclohexyl-N-[1-(2-hydroxy-2-methyl-propyl)-1H-pyrazol-3-yl]-propionamide). As a reaction SMILES: [Cl:1][C:2]1[C:7](=[O:8])[N:6]([CH:9]([CH2:13][CH:14]2[CH2:19][CH2:18][CH2:17][CH2:16][CH2:15]2)[C:10]([OH:12])=O)[N:5]=[CH:4][C:3]=1[O:20][C:21]1[CH:26]=[CH:25][CH:24]=[CH:23][CH:22]=1.[NH2:27][C:28]1[CH:32]=[CH:31][N:30]([CH2:33][C:34]([CH3:37])([OH:36])[CH3:35])[N:29]=1>>[Cl:1][C:2]1[C:7](=[O:8])[N:6]([CH:9]([CH2:13][CH:14]2[CH2:15][CH2:16][CH2:17][CH2:18][CH2:19]2)[C:10]([NH:27][C:28]2[CH:32]=[CH:31][N:30]([CH2:33][C:34]([OH:36])([CH3:35])[CH3:37])[N:29]=2)=[O:12])[N:5]=[CH:4][C:3]=1[O:20][C:21]1[CH:22]=[CH:23][CH:24]=[CH:25][CH:26]=1. Procedure: Using the method described in Example 49, 2-(5-chloro-6-oxo-4-phenoxy-6H-pyridazin-1-yl)-3-cyclohexyl-propionic acid (Intermediate 102) and 1-(3-amino-pyrazol-1-yl)-2-methyl-propan-2-ol (Intermediate 1) afforded 2-(5-chloro-6-oxo-4-phenoxy-6H-pyridazin-1-yl)-3-cyclohexyl-N-[1-(2-hydroxy-2-methyl-propyl)-1H-pyrazol-3-yl]-propionamide (136 mg); ES+-HRMS m/e calcd for C26H32N5O5Cl [M+H+] 514.2216 found 514.2214. 1H NMR (300 MHz, CDCl3) δ ppm 0.72-0.98 (m, 2H), 1.09 (br. s., 10H), 1.47-1.80 (m, 5H),... Reactants: C(CCCCC)N1C(N=C(C=C1)NC(C)=O)=O (N-(1-Hexyl-2-oxo-1,2-dihydro-pyrimidin-4-yl)-acetamide). Run in solution, N (ammonia), CO (MeOH). Conditions: time 48 hour. Product: NC1=NC(N(C=C1)CCCCCC)=O (4-Amino-1-hexyl-1H-pyrimidin-2-one). The yield is 66.6%. As a reaction SMILES: [CH2:1]([N:7]1[CH:12]=[CH:11][C:10]([NH:13]C(=O)C)=[N:9][C:8]1=[O:17])[CH2:2][CH2:3][CH2:4][CH2:5][CH3:6]>N.CO>[NH2:13][C:10]1[CH:11]=[CH:12][N:7]([CH2:1][CH2:2][CH2:3][CH2:4][CH2:5][CH3:6])[C:8](=[O:17])[N:9]=1. Procedure details: N-(1-Hexyl-2-oxo-1,2 dihydropyrimidinyl)-acetamide (B) (0.100 g, 0.400 mmol) was dissolved in a 7 N solution of ammonia in MeOH (15 ml). The solution was stirred at room temperature in a sealed tube for 48 h. The solvents were removed under vacuo to afford a crude solid. Purification using flash silica chromatography (CHCl3/MeOH, 7:1) afforded 4-Amino-1-hexyl-1H-pyrimidin-2-one (C) as a colourless solid (0.052 g, 63%). Starting materials: N2-N4-bis(3-hydroxyphenyl)-5-fluoro-2,4-pyrimidineamine, ClC1=NC=C(C(=N1)Cl)F (2,4-dichloro-5-fluoropyrimidine), FC(C1=CC=C(N)C=C1)(F)F (4-trifluoromethylaniline). Product: FC(C1=CC=C(C=C1)NC1=NC=C(C(=N1)NC1=CC=C(C=C1)C(F)(F)F)F)(F)F (N2,N4-bis(4-trifluoromethylphenyl)-5-fluoro-2,4-pyrimidinediamine). RXN SMILES: Cl[C:2]1[N:7]=[C:6](Cl)[C:5]([F:9])=[CH:4][N:3]=1.[F:10][C:11]([F:20])([F:19])[C:12]1[CH:18]=[CH:17][C:15]([NH2:16])=[CH:14][CH:13]=1>>[F:10][C:11]([F:19])([F:20])[C:12]1[CH:18]=[CH:17][C:15]([NH:16][C:2]2[N:7]=[C:6]([NH:16][C:15]3[CH:17]=[CH:18][C:12]([C:11]([F:10])([F:19])[F:20])=[CH:13][CH:14]=3)[C:5]([F:9])=[CH:4][N:3]=2)=[CH:14][CH:13]=1. Procedure: In a manner similar to the preparation of N2-N4-bis(3-hydroxyphenyl)-5-fluoro-2,4-pyrimidineamine, the reaction of 2,4-dichloro-5-fluoropyrimidine with 4-trifluoromethylaniline gave N2,N4-bis(4-trifluoromethylphenyl)-5-fluoro-2,4-pyrimidinediamine. 1H NMR (CDCl3): δ 8.06 (bs, 1H), 7.75 (d, 2H, J=9 Hz), 7.67 (d, 2H, J=9 Hz), 7.63 (d, 2H, J=9 Hz), 7.54 (d, 2H, J=9 Hz), 7.19 (bs, 1H), 6.96 (s, 1H); 19F NMR (CDCl3): δ −17598 (s, 3F), −17676 (s, 3F), −46549 (s, 1F); HPLC: 85% pure. The reactants are ClC1=C(C=CC=C1)C(C)(C)C=1N(C=C(N1)C1N(CCC1)C(=O)OC(C)(C)C)C1=CC=C(C=C1)C1=CC(=CC=C1)S(=O)(=O)C (1,1-dimethylethyl 2-{2-[1-(2-chlorophenyl)-1-methylethyl]-1-[3′-(methylsulfonyl)biphenyl-4-yl]-1H-imidazol-4-yl}pyrrolidine-1-carboxylate), C(=O)(C(F)(F)F)O (TFA). The solvent is C(Cl)Cl (DCM). Run at time 20 minute. Product: ClC1=C(C=CC=C1)C(C)(C)C=1N(C=C(N1)C1NCCC1)C1=CC=C(C=C1)C1=CC(=CC=C1)S(=O)(=O)C (2-[1-(2-chlorophenyl)-1-methylethyl]-1-[3′-(methylsulfonyl)biphenyl-4-yl]-4-pyrrolidin-2-yl-1H-imidazole). Isolated yield 89.4%. As a reaction SMILES: [Cl:1][C:2]1[CH:7]=[CH:6][CH:5]=[CH:4][C:3]=1[C:8]([C:11]1[N:12]([C:28]2[CH:33]=[CH:32][C:31]([C:34]3[CH:39]=[CH:38][CH:37]=[C:36]([S:40]([CH3:43])(=[O:42])=[O:41])[CH:35]=3)=[CH:30][CH:29]=2)[CH:13]=[C:14]([CH:16]2[CH2:20][CH2:19][CH2:18][N:17]2C(OC(C)(C)C)=O)[N:15]=1)([CH3:10])[CH3:9].C(O)(C(F)(F)F)=O>C(Cl)Cl>[Cl:1][C:2]1[CH:7]=[CH:6][CH:5]=[CH:4][C:3]=1[C:8]([C:11]1[N:12]([C:28]2[CH:33]=[CH:32][C:31]([C:34]3[CH:39]=[CH:38][CH:37]=[C:36]([S:40]([CH3:43])(=[O:42])=[O:41])[CH:35]=3)=[CH:30][CH:29]=2)[CH:13]=[C:14]([CH:16]2[CH2:20][CH2:19][CH2:18][NH:17]2)[N:15]=1)([CH3:10])[CH3:9]. Procedure: A mixture of 1,1-dimethylethyl 2-{2-[1-(2-chlorophenyl)-1-methylethyl]-1-[3′-(methylsulfonyl)biphenyl-4-yl]-1H-imidazol-4-yl}pyrrolidine-1-carboxylate (200 mg) and 5 mL of 50% TFA in DCM was stirred at room temperature for 20 min. After concentrated in vacuo, the reaction mixture was separated by prep HPLC to give 2-[1-(2-chlorophenyl)-1-methylethyl]-1-[3′-(methylsulfonyl)biphenyl-4-yl]-4-pyrrolidin-2-yl-1H-imidazole (150 mg): 1H NMR (CD3OD): δ 1.6 (m, 3H,), 1.8 (m, 1H), 1.9 (s, 3H), 2.2-2.6 (m,...